From a dataset of the Open Reaction Database (ORD), a public repository of structured organic reaction records. describe an organic reaction: reactants, conditions, products, and yield Starting materials: CCOC(C)=O, CCCCCC, O=C(O)COc1ncc(C(=O)Nc2ccc(F)cc2)cn1, OCCCCCc1ccccc1. Product: O=C(COc1ncc(C(=O)Nc2ccc(F)cc2)cn1)OCCCCCc1ccccc1. RXN SMILES: [C:40]([O:41][CH2:42][CH3:43])(=[O:44])[CH3:45].[CH3:34][CH2:35][CH2:36][CH2:37][CH2:38][CH3:39].[F:1][c:2]1[cH:3][cH:4][c:5]([NH:8][C:9](=[O:10])[c:11]2[cH:12][n:13][c:14]([O:17][CH2:18][C:19](=[O:20])[OH:21])[n:15][cH:16]2)[cH:6][cH:7]1.[c:22]1([CH2:28][CH2:29][CH2:30][CH2:31][CH2:32][OH:33])[cH:23][cH:24][cH:25][cH:26][cH:27]1>>[F:1][c:2]1[cH:3][cH:4][c:5]([NH:8][C:9](=[O:10])[c:11]2[cH:12][n:13][c:14]([O:17][CH2:18][C:19]([O:20][CH2:32][CH2:31][CH2:30][CH2:29][CH2:28][c:22]3[cH:23][cH:24][cH:25][cH:26][cH:27]3)=[O:21])[n:15][cH:16]2)[cH:6][cH:7]1. Starting materials: CO, COC(=O)c1sc(-n2cnc3cnccc32)cc1OCc1ccccc1F, N. Yields the product NC(=O)c1sc(-n2cnc3cnccc32)cc1OCc1ccccc1F. As a reaction SMILES: [CH3:29][OH:30].[F:1][c:2]1[c:3]([CH2:4][O:5][c:6]2[c:7]([C:20]([O:22][CH3:21])=[O:23])[s:8][c:9](-[n:11]3[cH:12][n:13][c:14]4[cH:15][n:16][cH:17][cH:18][c:19]34)[cH:10]2)[cH:24][cH:25][cH:26][cH:27]1.[NH3:28]>>[F:1][c:2]1[c:3]([CH2:4][O:5][c:6]2[c:7]([C:20](=[O:22])[NH2:28])[s:8][c:9](-[n:11]3[cH:12][n:13][c:14]4[cH:15][n:16][cH:17][cH:18][c:19]34)[cH:10]2)[cH:24][cH:25][cH:26][cH:27]1. Starting materials: CN(CCC1=CNC2=CC=C(C=C12)CCS(=O)(=O)OC1=CC=CC=C1)C (Phenyl 3-[2-(dimethylamino)ethyl]-1H-indole-5-ethanesulphonate), CN (methylamine). Run in N1=CC=CC=C1 (pyridine). Product: CN(CCC1=CNC2=CC=C(C=C12)CCS(=O)(=O)NC)C (3-[2-(Dimethylamino)ethyl]-N-methyl-1H-indole-5-ethanesulphonamide). As a reaction SMILES: [CH3:1][N:2]([CH3:26])[CH2:3][CH2:4][C:5]1[C:13]2[C:8](=[CH:9][CH:10]=[C:11]([CH2:14][CH2:15][S:16]([O:19]C3C=CC=CC=3)(=[O:18])=O)[CH:12]=2)[NH:7][CH:6]=1.[CH3:27][NH2:28]>N1C=CC=CC=1>[CH3:26][N:2]([CH3:1])[CH2:3][CH2:4][C:5]1[C:13]2[C:8](=[CH:9][CH:10]=[C:11]([CH2:14][CH2:15][S:16]([NH:28][CH3:27])(=[O:18])=[O:19])[CH:12]=2)[NH:7][CH:6]=1. Procedure: The product of stage (v) (70 mg) in a saturated solution of methylamine in pyridine (4 ml) was heated at 100° in a "reactival" for 1.5 h. The mixture was concentrated and the residue oil purified by column chromatography (B) to give the title compound as an oil (7 mg), which was shown by n.m.r. and t.l.c. (B, Rf 0.3) to be identical with the product of Example 10 method (I). Procedure: To a mixture of 4-(benzyloxy)-6-chloro-3-methyl-3H-imidazo[4,5-c]pyridine 2.25 (0.54 g, 1.97 mmol), K2CO3 (0.68 g, 4.93 mmol), Pd(dppf)Cl2 (0.07 g, 0.1 mmol), and dimethoxy phenyl boronic acid (0.65 g, 3.55 mmol) under N2 was added toluene, iPrOH, and water (2:1:1, 10 mL), and the reaction was heated to 100° C. for 5 hrs. The reaction was cooled and EtOAc (40 mL)/NaHCO3 (20 mL) were added, the layers were separated and the aqueous was extracted with EtOAc (2×25 mL). The combined organics were wa... Conditions: temperature 100 celsius. The reactants are C(=O)(O)[O-].[Na+] (NaHCO3), C(C1=CC=CC=C1)OC1=NC(=CC2=C1N(C=N2)C)Cl (4-(benzyloxy)-6-chloro-3-methyl-3H-imidazo[4,5-c]pyridine), C(=O)([O-])[O-].[K+].[K+] (K2CO3), COOB(OOC)C1=CC=CC=C1 (dimethoxy phenyl boronic acid). The reagents and catalysts are C1=CC=C(C=C1)P([C-]2C=CC=C2)C3=CC=CC=C3.C1=CC=C(C=C1)P([C-]2C=CC=C2)C3=CC=CC=C3.Cl[Pd]Cl.[Fe+2] (Pd(dppf)Cl2). Solvent: CCOC(=O)C (EtOAc), O (water), CC(C)O (iPrOH), C1(=CC=CC=C1)C (toluene). Product: C(C1=CC=CC=C1)OC1=NC(=CC2=C1N(C=N2)C)C2=CC(=C(C=C2)OC)OC (4-(benzyloxy)-6-(3,4-dimethoxyphenyl)-3-methyl-3H-imidazo[4,5-c]pyridine). Reaction SMILES: [CH2:1]([O:8][C:9]1[C:14]2[N:15]([CH3:18])[CH:16]=[N:17][C:13]=2[CH:12]=[C:11](Cl)[N:10]=1)[C:2]1[CH:7]=[CH:6][CH:5]=[CH:4][CH:3]=1.[C:20]([O-:23])([O-])=O.[K+].[K+].COOB([C:33]1[CH:38]=[CH:37][CH:36]=[CH:35][CH:34]=1)OOC.[C:39]([O-])(O)=[O:40].[Na+]>C1C=CC(P(C2C=CC=CC=2)[C-]2C=CC=C2)=CC=1.C1C=CC(P(C2C=CC=CC=2)[C-]2C=CC=C2)=CC=1.Cl[Pd]Cl.[Fe+2].CCOC(C)=O.O.CC(O)C.C1(C)C=CC=CC=1>[CH2:1]([O:8][C:9]1[C:14]2[N:15]([CH3:18])[CH:16]=[N:17][C:13]=2[CH:12]=[C:11]([C:36]2[CH:35]=[CH:34][C:33]([O:40][CH3:39])=[C:38]([O:23][CH3:20])[CH:37]=2)[N:10]=1)[C:2]1[CH:7]=[CH:6][CH:5]=[CH:4][CH:3]=1 |f:1.2.3,5.6,7.8.9.10|. Starting materials: NC[C@H]1N(CCC[C@H]1C)C(=O)C1=NC(=CC=C1N1N=CC=N1)C (((2S,3R)-2-(aminomethyl)-3-methylpiperidin-1-yl)(6-methyl-3-(2H-1,2,3-triazol-2-yl)pyridin-2-yl)methanone), BrC1=NC=C(C=C1F)C(F)(F)F (2-bromo-3-fluoro-5-(trifluoromethyl)pyridine). The product is FC=1C(=NC=C(C1)C(F)(F)F)NC[C@H]1N(CCC[C@H]1C)C(=O)C1=NC(=CC=C1N1N=CC=N1)C (((2S,3R)-2-(((3-Fluoro-5-(trifluoromethyl)pyridin-2-yl)amino)methyl)-3-methylpiperidin-1-yl)(6-methyl-3-(2H-1,2,3-triazol-2-yl)pyridin-2-yl)methanone). As a reaction SMILES: [NH2:1][CH2:2][C@@H:3]1[C@H:8]([CH3:9])[CH2:7][CH2:6][CH2:5][N:4]1[C:10]([C:12]1[C:17]([N:18]2[N:22]=[CH:21][CH:20]=[N:19]2)=[CH:16][CH:15]=[C:14]([CH3:23])[N:13]=1)=[O:11].Br[C:25]1[C:30]([F:31])=[CH:29][C:28]([C:32]([F:35])([F:34])[F:33])=[CH:27][N:26]=1>>[F:31][C:30]1[C:25]([NH:1][CH2:2][C@@H:3]2[C@H:8]([CH3:9])[CH2:7][CH2:6][CH2:5][N:4]2[C:10]([C:12]2[C:17]([N:18]3[N:22]=[CH:21][CH:20]=[N:19]3)=[CH:16][CH:15]=[C:14]([CH3:23])[N:13]=2)=[O:11])=[N:26][CH:27]=[C:28]([C:32]([F:34])([F:33])[F:35])[CH:29]=1. Procedure: The title compound was prepared following the same general protocol as described for Example A44 using ((2S,3R)-2-(aminomethyl)-3-methylpiperidin-1-yl)(6-methyl-3-(2H-1,2,3-triazol-2-yl)pyridin-2-yl)methanone and 2-bromo-3-fluoro-5-(trifluoromethyl)pyridine. ESI-MS (m/z): 478 [M+1]+. The reactants are [O-]C#N.[Na+] (Sodium cyanate), NCCN1C(N2C(C3=CC(=C(C=C3CC2)OC)OC)=CC1=NC1=C(C=CC=C1C(C)C)C(C)C)=O (3-(2-Aminoethyl)-2-(2,6-diisopropylphenylimino)-9,10-dimethoxy-3,4,6,7-tetrahydro-2H-pyrimido[6,1-a]isoquinolin-4-one), [OH-].[Na+] (NaOH). Solvent: O (water), O (water), Cl (HCl). Conditions: temperature 80 celsius, time 4 hour. Product: C(N)(=O)NCCN1C(N2C(C3=CC(=C(C=C3CC2)OC)OC)=CC1=NC1=C(C=CC=C1C(C)C)C(C)C)=O (3-(N-Carbamoyl-2-aminoethyl)-2-(2,6-diisopropylphenylimino)-9,10-dimethoxy-3,4,6,7-tetrahydro-2H-pyrimido[6,1-a]isoquinolin-4-one). Isolated yield 17.2%. RXN SMILES: [O-:1][C:2]#[N:3].[Na+].[NH2:5][CH2:6][CH2:7][N:8]1[C:25](=[N:26][C:27]2[C:32]([CH:33]([CH3:35])[CH3:34])=[CH:31][CH:30]=[CH:29][C:28]=2[CH:36]([CH3:38])[CH3:37])[CH:24]=[C:11]2[C:12]3[C:17]([CH2:18][CH2:19][N:10]2[C:9]1=[O:39])=[CH:16][C:15]([O:20][CH3:21])=[C:14]([O:22][CH3:23])[CH:13]=3.[OH-].[Na+]>O.Cl>[C:2]([NH:5][CH2:6][CH2:7][N:8]1[C:25](=[N:26][C:27]2[C:28]([CH:36]([CH3:37])[CH3:38])=[CH:29][CH:30]=[CH:31][C:32]=2[CH:33]([CH3:35])[CH3:34])[CH:24]=[C:11]2[C:12]3[C:17]([CH2:18][CH2:19][N:10]2[C:9]1=[O:39])=[CH:16][C:15]([O:20][CH3:21])=[C:14]([O:22][CH3:23])[CH:13]=3)(=[O:1])[NH2:3] |f:0.1,3.4|. Reported procedure: Sodium cyanate (0.87 g, 13.4 mmol) in water (20 ml) was added dropwise to a stirred solution of amine 3 (3.2 g, 6.7 mmol) in water (100 ml) and 1M HCl (13.4 ml) at 80° C. After stirring for 4 h at 80° C. the mixture was cooled and basified with 2M NaOH. The mixture was extracted with CH2Cl2 until no more product remained in the organic phase. The organic phases were combined, dried (MgSO4), filtered and concentrated in vacuo. The residue was purified by column chromatography [dichloromethane/met... Reactants: COC(C1=C(C=CC(=C1)Br)Cl)=O (2-Chloro-5-bromobenzoic acid methyl ester), BrC=1C=CC(=C(C=O)C1)Cl (5-Bromo-2-chlorobenzaldehyde), N1CCCC1 (pyrrolidine), COCCO[AlH2-]OCCOC.[Na+] (Red-Al), solution, BrC=1C=CC(=C(C=O)C1)Cl (5-Bromo-2-chlorobenzaldehyde), CC(C)([O-])C.[K+] (potassium tert-butoxide). Run in CC(C)(C)OC (MTBE), CC(C)(C)OC (MTBE), C1(=CC=CC=C1)C (toluene), CC(C)(C)OC (MTBE), C1CCOC1 (THF). Conditions: temperature -20 celsius, time 1 hour. The product is ClC1=C(C=O)C=C(C=C1)C#N (2-Chloro-5-cyanobenzaldehyde), solid. Yield: 41.0%. RXN SMILES: Br[C:2]1[CH:3]=[CH:4][C:5]([Cl:10])=[C:6]([CH:9]=1)[CH:7]=[O:8].[NH:11]1CCC[CH2:12]1.COCCO[AlH2-]OCCOC.[Na+].CC(C)([O-])C.[K+].COC(=O)C1C=C(Br)C=CC=1Cl>CC(OC)(C)C.C1(C)C=CC=CC=1.C1COCC1>[Cl:10][C:5]1[CH:4]=[CH:3][C:2]([C:12]#[N:11])=[CH:9][C:6]=1[CH:7]=[O:8] |f:2.3,4.5|. Reported procedure: 4-(3-hydroxy-3-methylbut-1-ynyl)-3-methoxy-benzonitrile (62c) was prepared from aryl triflate 60d to give off-white crystals (19.1 g, 86%): mp 68-70° C. (hexanes/EtOAc); 1H NMR δ 7.54 (d, J=1.4 Hz, 1H), 7.48 (d, J=8.0 Hz, 1H), 7.40 (dd, J=7.8 and 1.5 Hz, 1H), 5.55 (s, 1H), 3.87 (s, 3H), 1.46 s, 6H); HPLC (Method B) tR 4.09 min (100 area % at 230 nm). Anal. (C13H13NO2 0.4H2O) C, H. 3-(3-Hydroxy-3-methylbut-1-ynyl)benzonitrile (62d) was prepared from 3-bromobenzonitrile to give a light-brown oil (... Reactants: [N+](=O)([O-])C=C(SC)SC (1-nitro-2,2-bis(methylthio)ethylene), NCCCCCO (5-aminopentan-1-ol). Run in C(C)O (ethanol). The product is OCCCCCC(=C[N+](=O)[O-])CCCCCO (1,1-bis(5-hydroxypentyl)-2-nitroethylene). RXN SMILES: [N+:1]([CH:4]=[C:5](SC)SC)([O-:3])=[O:2].N[CH2:11][CH2:12][CH2:13][CH2:14][CH2:15][OH:16]>C(O)C>[OH:16][CH2:15][CH2:14][CH2:13][CH2:12][CH2:11][C:5]([CH2:11][CH2:12][CH2:13][CH2:14][CH2:15][OH:16])=[CH:4][N+:1]([O-:3])=[O:2]. Procedure: Heating 1-nitro-2,2-bis(methylthio)ethylene with an excess of 5-aminopentan-1-ol in ethanol gives 1,1-bis(5-hydroxypentyl)-2-nitroethylene, which may be treated with p-toluenesulphonyl chloride in pyridine and the product heated with thiourea in acetone to give 1,1-bis(5-(S-isothioureido)pentyl)-2-nitroethylene. Conditions: temperature 140 celsius, time 48 hour. Solvent: FC(C(=O)O)(F)F (trifluoroacetic acid). Reactants: COC1=CC=C(CN2C(C=3C(=CC=NC3C=C2C(C)NC=2C3=C(N=CN2)C=CC=N3)C)=O)C=C1 (6-(4-Methoxybenzyl)-4-methyl-7-(1-(pyrido[3,2-d]pyrimidin-4-ylamino)ethyl)-1,6-naphthyridin-5(6H)-one). The product is CC1=CC=NC=2C=C(NC(C12)=O)C(C)NC=1C2=C(N=CN1)C=CC=N2 (4-methyl-7-(1-(pyrido[3,2-d]pyrimidin-4-ylamino)ethyl)-1,6-naphthyridin-5(6H)-one). RXN SMILES: COC1C=CC(C[N:8]2[C:17]([CH:18]([NH:20][C:21]3[C:22]4[N:30]=[CH:29][CH:28]=[CH:27][C:23]=4[N:24]=[CH:25][N:26]=3)[CH3:19])=[CH:16][C:15]3[N:14]=[CH:13][CH:12]=[C:11]([CH3:31])[C:10]=3[C:9]2=[O:32])=CC=1>FC(F)(F)C(O)=O>[CH3:31][C:11]1[C:10]2[C:9](=[O:32])[NH:8][C:17]([CH:18]([NH:20][C:21]3[C:22]4[N:30]=[CH:29][CH:28]=[CH:27][C:23]=4[N:24]=[CH:25][N:26]=3)[CH3:19])=[CH:16][C:15]=2[N:14]=[CH:13][CH:12]=1. Reported procedure: 6-(4-Methoxybenzyl)-4-methyl-7-(1-(pyrido[3,2-d]pyrimidin-4-ylamino)ethyl)-1,6-naphthyridin-5(6H)-one I-67 (60 mg, 0.13 mmol) was dissolved in trifluoroacetic acid (4 mL) in a sealed tube and the resulting mixture was stirred at 140° C. for 48 h. The mixture was allowed to cool to RT, quenched with water and then neutralized with saturated NaHCO3 aqueous solution. The mixture was extracted with ethyl acetate, washed with brine, dried with Na2SO4 and filtered. The filtrate was concentrated in vac...